This data is from the Open Reaction Database (ORD), a public repository of structured organic reaction records. The task is: describe an organic reaction: reactants, conditions, products, and yield Reactants: CC(C)N, Cc1ccccc1, C[Al](C)C, Cc1onc(-c2ccccc2)c1CCc1ncc(C(=O)O)s1, C1COCCO1. The product is Cc1onc(-c2ccccc2)c1CCc1ncc(C(=O)NC(C)C)s1. Reaction SMILES: [CH3:1][CH:2]([CH3:3])[NH2:4].[CH3:37][c:38]1[cH:39][cH:40][cH:41][cH:42][cH:43]1.[CH3:5][Al:6]([CH3:7])[CH3:8].[CH3:9][c:10]1[c:11]([CH2:21][CH2:22][c:23]2[s:24][c:25]([C:28](=[O:29])[OH:30])[cH:26][n:27]2)[c:12](-[c:15]2[cH:16][cH:17][cH:18][cH:19][cH:20]2)[n:13][o:14]1.[O:31]1[CH2:32][CH2:33][O:34][CH2:35][CH2:36]1>>[CH3:1][CH:2]([CH3:3])[NH:4][C:28]([c:25]1[s:24][c:23]([CH2:22][CH2:21][c:11]2[c:10]([CH3:9])[o:14][n:13][c:12]2-[c:15]2[cH:16][cH:17][cH:18][cH:19][cH:20]2)[n:27][cH:26]1)=[O:29]. Conditions: time 2 day. Procedure: Molecular sieve 4A (3 g) was added to a mixture of 4-formyl-4′-(2,2,3,3-tetrafluoropropoxy)benzanilide (300 mg, 0.84 mmol) obtained in example 1 (1), (2R,3R)-2-(2,4-difluorophenyl)-3-[[1-(hydroxymethyl)-2-hydroxyethyl]thio]-1-(1H-1,2,4-triazol-1-yl)-2-butanol (disclosed in Japanese Patent Application Publication No. Hei-8-333350; 253 mg, 0.70 mmol), p-toluenesulfonic acid monohydrate (160 mg, 0.84 mmol) in anhydrous tetrahydrofuran (10 ml) and anhydrous dichloromethane (5 ml). The resulting mixt... Reactants: C(O)([O-])=O.[Na+] (sodium hydrogencarbonate), 4A, C(=O)C1=CC=C(C(=O)NC2=CC=C(C=C2)OCC(C(F)F)(F)F)C=C1 (4-formyl-4′-(2,2,3,3-tetrafluoropropoxy)benzanilide), FC1=C(C=CC(=C1)F)[C@@](CN1N=CN=C1)([C@@H](C)SC(CO)CO)O ((2R,3R)-2-(2,4-difluorophenyl)-3-[[1-(hydroxymethyl)-2-hydroxyethyl]thio]-1-(1H-1,2,4-triazol-1-yl)-2-butanol), O.C1(=CC=C(C=C1)S(=O)(=O)O)C (p-toluenesulfonic acid monohydrate). Product: FC1=C(C=CC(=C1)F)[C@]([C@@H](C)S[C@H]1CO[C@@H](OC1)C1=CC=C(C(=O)NC2=CC=C(C=C2)OCC(C(F)F)(F)F)C=C1)(CN1N=CN=C1)O (4-[trans-5-[[(1R,2R)-2-(2,4-Difluorophenyl)-2-hydroxy-1-methyl-3-(1H-1,2,4-triazol-1-yl)propyl]thio]-1,3-dioxan-2-yl]-4′-(2,2,3,3-tetrafluoropropoxy)benzanilide). Run in O1CCCC1 (tetrahydrofuran), ClCCl (dichloromethane). Isolated yield 17.8%. Reaction SMILES: [CH:1]([C:3]1[CH:25]=[CH:24][C:6]([C:7]([NH:9][C:10]2[CH:15]=[CH:14][C:13]([O:16][CH2:17][C:18]([F:23])([F:22])[CH:19]([F:21])[F:20])=[CH:12][CH:11]=2)=[O:8])=[CH:5][CH:4]=1)=[O:2].[F:26][C:27]1[CH:32]=[C:31]([F:33])[CH:30]=[CH:29][C:28]=1[C@:34]([OH:49])([C@H:41]([S:43][CH:44]([CH2:47]O)[CH2:45][OH:46])[CH3:42])[CH2:35][N:36]1[CH:40]=[N:39][CH:38]=[N:37]1.O.C1(C)C=CC(S(O)(=O)=O)=CC=1.C(=O)([O-])O.[Na+]>O1CCCC1.ClCCl>[F:26][C:27]1[CH:32]=[C:31]([F:33])[CH:30]=[CH:29][C:28]=1[C@@:34]([OH:49])([CH2:35][N:36]1[CH:40]=[N:39][CH:38]=[N:37]1)[C@H:41]([S:43][C@@H:44]1[CH2:45][O:46][C@@H:1]([C:3]2[CH:4]=[CH:5][C:6]([C:7]([NH:9][C:10]3[CH:15]=[CH:14][C:13]([O:16][CH2:17][C:18]([F:22])([F:23])[CH:19]([F:20])[F:21])=[CH:12][CH:11]=3)=[O:8])=[CH:24][CH:25]=2)[O:2][CH2:47]1)[CH3:42] |f:2.3,4.5|. The reactants are C=C(Br)C(F)(F)F, O=C([O-])[O-], C1CCOC1, CCOCC, CC1CN(c2ccc(F)cc2C(F)(F)F)CCN1S(=O)(=O)c1cccc(B2OC(C)(C)C(C)(C)O2)c1, [Na+], [Na+]. Product: C=C(c1cccc(S(=O)(=O)N2CCN(c3ccc(F)cc3C(F)(F)F)CC2C)c1)C(F)(F)F. As a reaction SMILES: [Br:43][C:44](=[CH2:45])[C:46]([F:47])([F:48])[F:49].[C:37](=[O:38])([O-:39])[O-:40].[CH2:50]1[O:51][CH2:52][CH2:53][CH2:54]1.[CH3:55][CH2:56][O:57][CH2:58][CH3:59].[F:1][c:2]1[cH:3][c:4]([C:33]([F:34])([F:35])[F:36])[c:5]([N:8]2[CH2:9][CH:10]([CH3:32])[N:11]([S:14](=[O:15])(=[O:16])[c:17]3[cH:18][c:19]([B:23]4[O:24][C:25]([CH3:26])([CH3:27])[C:28]([CH3:29])([CH3:30])[O:31]4)[cH:20][cH:21][cH:22]3)[CH2:12][CH2:13]2)[cH:6][cH:7]1.[Na+:41].[Na+:42]>>[F:1][c:2]1[cH:3][c:4]([C:33]([F:34])([F:35])[F:36])[c:5]([N:8]2[CH2:9][CH:10]([CH3:32])[N:11]([S:14](=[O:15])(=[O:16])[c:17]3[cH:18][c:19]([C:44](=[CH2:45])[C:46]([F:47])([F:48])[F:49])[cH:20][cH:21][cH:22]3)[CH2:12][CH2:13]2)[cH:6][cH:7]1. Starting materials: C(CCC)(=O)C=1C=NC2=C(C=CC=C2C1Cl)COC(C1=CC=C(C=C1)OC)=O (3-butyryl-4-chloro-8-(4-methoxybenzoyloxymethyl)-quinoline), CC1=C(N)C=CC=C1 (2-methylaniline), O1CCOCC1 (1,4-dioxan). Yields the product CC1=NC2=C(C=CC=C2C=C1NC1=CC=CC=C1)COC(C1=CC=C(C=C1)OC)=O (2-methylphenylamino-8-(4-methoxybenzoyloxymethyl)-quinoline). Yield: 90.0%. RXN SMILES: C([C:6]1[CH:7]=[N:8][C:9]2[C:14]([C:15]=1Cl)=[CH:13][CH:12]=[CH:11][C:10]=2[CH2:17][O:18][C:19](=[O:28])[C:20]1[CH:25]=[CH:24][C:23]([O:26][CH3:27])=[CH:22][CH:21]=1)(=O)CCC.C[C:30]1[CH:36]=[CH:35][CH:34]=[CH:33][C:31]=1[NH2:32].O1CCOC[CH2:38]1>>[CH3:38][C:7]1[C:6]([NH:32][C:31]2[CH:33]=[CH:34][CH:35]=[CH:36][CH:30]=2)=[CH:15][C:14]2[C:9](=[C:10]([CH2:17][O:18][C:19](=[O:28])[C:20]3[CH:25]=[CH:24][C:23]([O:26][CH3:27])=[CH:22][CH:21]=3)[CH:11]=[CH:12][CH:13]=2)[N:8]=1. Procedure: A solution of 3-butyryl-4-chloro-8-(4-methoxybenzoyloxymethyl)-quinoline 3.3 g, 8.3 mmol) and 2-methylaniline (1.33 ml, 12.4 mmol) in 1,4-dioxan (30 ml) was heated at reflux for 2 hours, then the dioxan evaporated and the product converted to free base. Recyrstallization from ethanol gave 3-butyryl-4-(2-methylphenylamino-8-(4-methoxybenzoyloxymethyl)-quinoline (3.5 g, 90%), m.p. 135°-137°.